Dataset: the Open Reaction Database (ORD), a public repository of structured organic reaction records. Task: describe an organic reaction: reactants, conditions, products, and yield Reactants: C(C=C)N (allylamine), C(C(=C)C)(=O)OC (methyl methacrylate). Solvent: CO (methanol). The product is COC(C(CNCC=C)C)=O ((rac)-2-methyl-3-(2-propenylamino)-propanoic acid methyl ester). Yield: 78.1%. As a reaction SMILES: [CH2:1]([NH2:4])[CH:2]=[CH2:3].[C:5]([O:10][CH3:11])(=[O:9])[C:6]([CH3:8])=[CH2:7]>CO>[CH3:11][O:10][C:5](=[O:9])[CH:6]([CH3:8])[CH2:7][NH:4][CH2:1][CH:2]=[CH2:3]. Reported procedure: A solution of 11.42 g (0.20 mole) of allylamine, 24.03 g (0.24 mole) of methyl methacrylate and 100 mL of methanol in a pressure bottle, was heated at 90 degrees for 43 hours. After cooling the mixture was concentrated, then vacuum distilled under vaccuum to give 24.55 g (rac)-2-methyl-3-(2-propenylamino)-propanoic acid methyl ester as colorless oil. b.p. 70 degrees, 5 mm Hg. Starting materials: O (water), ClC1=CC=C(N(C(CC(=O)C)=O)C)C=C1 (4'-chloro-N-methylacetoacetanilide), BrBr (bromine), II (iodine). The solvent is C(C)(=O)O (acetic acid), C(C)(=O)O (acetic acid), C(C)(=O)O (acetic acid). Run at time 48 hour. Product: BrCC(CC(=O)N(C1=CC=C(C=C1)Cl)C)=O (4-bromo-4'-chloro-N-methylacetoacetanilide). The yield is 77.1%. RXN SMILES: [Cl:1][C:2]1[CH:15]=[CH:14][C:5]([N:6]([CH3:13])[C:7](=[O:12])[CH2:8][C:9]([CH3:11])=[O:10])=[CH:4][CH:3]=1.[Br:16]Br.II.O>C(O)(=O)C>[Br:16][CH2:11][C:9](=[O:10])[CH2:8][C:7]([N:6]([CH3:13])[C:5]1[CH:4]=[CH:3][C:2]([Cl:1])=[CH:15][CH:14]=1)=[O:12]. Reported procedure: A 500 ml reaction flask fitted with a condenser, drying tube, magnetic stirrer, thermometer and dropping funnel was charged with 38.9 g (0.172 mole) of 4'-chloro-N-methylacetoacetanilide and 350 ml of glacial acetic acid. The dropping funnel contained 27.5 g (0.172 mole) of bromine and a crystal of iodine dissolved in 85 ml of acetic acid. The bromination solution was added dropwise over 45 minutes to the stirred reaction solution while maintaining a pot temperature of about 25°. The solution wa... Reactants: C(C1=CC=CC=C1)(=O)NC=1SC=C(N1)C(C(=O)OCC)=O (ethyl 2-benzamidothiazol-4-ylglyoxylate), S1C(=S)N(C(=O)C1)CC(=O)O (rhodanine-3-acetic acid), [Cl-].[NH4+] (ammonium chloride), N (ammonia). Run in C(C)O (ethanol). Yields the product C(C1=CC=CC=C1)(=O)NC=1SC=C(N1)C(C(=O)OCC)=C1C(N(C(S1)=S)CC(=O)O)=O (5-[1-(2-Benzamidothiazol-4-yl)-l-ethoxycarbonylmethylene]rhodanine-3-acetic acid). RXN SMILES: [C:1]([NH:9][C:10]1[S:11][CH:12]=[C:13]([C:15](=O)[C:16]([O:18][CH2:19][CH3:20])=[O:17])[N:14]=1)(=[O:8])[C:2]1[CH:7]=[CH:6][CH:5]=[CH:4][CH:3]=1.[S:22]1[CH2:28][C:26](=[O:27])[N:25]([CH2:29][C:30]([OH:32])=[O:31])[C:23]1=[S:24].[Cl-].[NH4+].N>C(O)C>[C:1]([NH:9][C:10]1[S:11][CH:12]=[C:13]([C:15](=[C:28]2[S:22][C:23](=[S:24])[N:25]([CH2:29][C:30]([OH:32])=[O:31])[C:26]2=[O:27])[C:16]([O:18][CH2:19][CH3:20])=[O:17])[N:14]=1)(=[O:8])[C:2]1[CH:7]=[CH:6][CH:5]=[CH:4][CH:3]=1 |f:2.3|. Procedure: Following a procedure similar to that described in Example 1, the desired compound was prepared from 3.04 g of ethyl 2-benzamidothiazol-4-ylglyoxylate, 1.91 g of rhodanine-3-acetic acid, 1 g of ammonium chloride, 1 ml of 28% v/v aqueous ammonia and 20 ml of ethanol. The resulting product was a yellow powder having the following physical properties.